Dataset: the Open Reaction Database (ORD), a public repository of structured organic reaction records. Task: describe an organic reaction: reactants, conditions, products, and yield The reactants are FC(OC1=CC=C(C=C1)N1C(C2(CC1)CCNCC2)=O)(F)F (2-(4-trifluoromethoxy-phenyl)-2,8-diaza-spiro[4.5]decan-1-one), O=C(OC(Cl)(Cl)Cl)Cl (diphosgene), CNCCC1=CC=CC=C1 (Methyl-phenethyl-amine). Yields the product CN(C(=O)N1CCC2(CCN(C2=O)C2=CC=C(C=C2)OC(F)(F)F)CC1)CCC1=CC=CC=C1 (1-Oxo-2-(4-trifluoromethoxy-phenyl)-2,8-diaza-spiro[4.5]decane-8-carboxylic acid methyl-phenethyl-amide). Reaction SMILES: [F:1][C:2]([F:22])([F:21])[O:3][C:4]1[CH:9]=[CH:8][C:7]([N:10]2[CH2:14][CH2:13][C:12]3([CH2:19][CH2:18][NH:17][CH2:16][CH2:15]3)[C:11]2=[O:20])=[CH:6][CH:5]=1.O=C(Cl)[O:25][C:26](Cl)(Cl)Cl.[CH3:31][NH:32][CH2:33][CH2:34][C:35]1[CH:40]=[CH:39][CH:38]=[CH:37][CH:36]=1>>[CH3:31][N:32]([CH2:33][CH2:34][C:35]1[CH:40]=[CH:39][CH:38]=[CH:37][CH:36]=1)[C:26]([N:17]1[CH2:16][CH2:15][C:12]2([C:11](=[O:20])[N:10]([C:7]3[CH:8]=[CH:9][C:4]([O:3][C:2]([F:1])([F:21])[F:22])=[CH:5][CH:6]=3)[CH2:14][CH2:13]2)[CH2:19][CH2:18]1)=[O:25]. Procedure: This material was prepared in analogy to example 251 step B) from 2-(4-trifluoromethoxy-phenyl)-2,8-diaza-spiro[4.5]decan-1-one, diphosgene and Methyl-phenethyl-amine. MS (ESI): 476.4 (MH+). The reactants are C(=O)([O-])[O-].[Na+].[Na+] (Na2CO3), BrC1=CC=C(C=C1)C[C@H](CC(=O)N1C[C@@H](CCC1)C1=NC2=C(N1CCCOC)C=CC=C2)NC(OC(C)(C)C)=O (tert-butyl (R)-1-(4-bromophenyl)-4-((R)-3-(1-(3-methoxypropyl)-1H-benzo[d]imidazol-2-yl)piperidin-1-yl)-4-oxobutan-2-ylcarbamate), COC(=O)C1=CC=C(C=C1)B(O)O (4-(methoxycarbonyl)phenylboronic acid), O1CCOCC1 (Dioxane). The reagents and catalysts are C1=CC=C(C=C1)P([C-]2C=CC=C2)C3=CC=CC=C3.C1=CC=C(C=C1)P([C-]2C=CC=C2)C3=CC=CC=C3.Cl[Pd]Cl.[Fe+2] (PdCl2(dppf)). Solvent: O (water). Run at temperature 120 celsius. Product: C(C)(C)(C)OC(=O)N[C@H](CC1=CC=C(C=C1)C1=CC=C(C=C1)C(=O)OC)CC(=O)N1C[C@@H](CCC1)C1=NC2=C(N1CCCOC)C=CC=C2 (methyl 4′-((R)-2-(tert-butoxycarbonylamino)-4-((R)-3-(1-(3-methoxypropyl)-1H-benzo[d]imidazol-2-yl)piperidin-1-yl)-4-oxobutyl)biphenyl-4-carboxylate). Isolated yield 70.0%. Reaction SMILES: Br[C:2]1[CH:7]=[CH:6][C:5]([CH2:8][C@@H:9]([NH:33][C:34](=[O:40])[O:35][C:36]([CH3:39])([CH3:38])[CH3:37])[CH2:10][C:11]([N:13]2[CH2:18][CH2:17][CH2:16][C@@H:15]([C:19]3[N:23]([CH2:24][CH2:25][CH2:26][O:27][CH3:28])[C:22]4[CH:29]=[CH:30][CH:31]=[CH:32][C:21]=4[N:20]=3)[CH2:14]2)=[O:12])=[CH:4][CH:3]=1.[CH3:41][O:42][C:43]([C:45]1[CH:50]=[CH:49][C:48](B(O)O)=[CH:47][CH:46]=1)=[O:44].O1CCOCC1.C([O-])([O-])=O.[Na+].[Na+]>C1C=CC(P(C2C=CC=CC=2)[C-]2C=CC=C2)=CC=1.C1C=CC(P(C2C=CC=CC=2)[C-]2C=CC=C2)=CC=1.Cl[Pd]Cl.[Fe+2].O>[C:36]([O:35][C:34]([NH:33][C@@H:9]([CH2:10][C:11]([N:13]1[CH2:18][CH2:17][CH2:16][C@@H:15]([C:19]2[N:23]([CH2:24][CH2:25][CH2:26][O:27][CH3:28])[C:22]3[CH:29]=[CH:30][CH:31]=[CH:32][C:21]=3[N:20]=2)[CH2:14]1)=[O:12])[CH2:8][C:5]1[CH:6]=[CH:7][C:2]([C:48]2[CH:49]=[CH:50][C:45]([C:43]([O:42][CH3:41])=[O:44])=[CH:46][CH:47]=2)=[CH:3][CH:4]=1)=[O:40])([CH3:39])([CH3:38])[CH3:37] |f:3.4.5,6.7.8.9|. Procedure details: tert-Butyl (R)-1-(4-bromophenyl)-4-((R)-3-(1-(3-methoxypropyl)-1H-benzo[d]imidazol-2-yl)piperidin-1-yl)-4-oxobutan-2-ylcarbamate (6A) (as prepared in Example 6, Step A) (0.114 mmol, 0.070 g) and 4-(methoxycarbonyl)phenylboronic acid (0.148 mmol, 0.027 g) were added to a 5 mL microwave vessel equipped with a magnetic stir bar. Dioxane (2 mL) and Na2CO3 (1 mL of a 2 M aq. soln.) were then added and the reaction vessel was flushed with nitrogen gas. PdCl2(dppf) (0.006 mmol, 0.004 g) was added, the ... The reactants are C(C)(C)(CC)N (tert-amylamine), COC=1C=C(C(=O)Cl)C=CC1[N+](=O)[O-] (3-methoxy-4-nitrobenzoyl chloride), corresponding acid, S(=O)(Cl)Cl (thionyl chloride), Cl (hydrochloric acid). Solvent: ClCCl (dichloromethane). Reaction conditions: temperature 20 celsius, time 30 minute. Yields the product C(C)(C)(CC)NC(C1=CC(=C(C=C1)[N+](=O)[O-])OC)=O (N-tert-amyl-3-methoxy-4-nitrobenzamide). Reaction SMILES: [C:1]([NH2:6])([CH2:4][CH3:5])([CH3:3])[CH3:2].[CH3:7][O:8][C:9]1[CH:10]=[C:11]([CH:15]=[CH:16][C:17]=1[N+:18]([O-:20])=[O:19])[C:12](Cl)=[O:13].S(Cl)(Cl)=O.Cl>ClCCl>[C:1]([NH:6][C:12](=[O:13])[C:11]1[CH:15]=[CH:16][C:17]([N+:18]([O-:20])=[O:19])=[C:9]([O:8][CH3:7])[CH:10]=1)([CH2:4][CH3:5])([CH3:3])[CH3:2]. Procedure details: 30 ml of tert-amylamine are added at 10° C. to a solution of 27 g of 3-methoxy-4-nitrobenzoyl chloride (obtained from 25 g of the corresponding acid and thionyl chloride at reflux for 4 hours, followed by evaporation under vacuum) in 250 ml of dichloromethane. The reaction mixture is stirred for 30 minutes at 20° C., 100 ml of a 1N hydrochloric acid solution are then added, the organic phase is separated by settling, washed and dried over MgSO4, the solvent is then evaporated and the residue is ... The reactants are O=C([O-])[O-], C=C(C)CCl, Oc1ccc(F)c(F)c1, [K+], [K+], CN(C)C=O. The product is C=C(C)COc1ccc(F)c(F)c1. As a reaction SMILES: [C:15](=[O:16])([O-:17])[O-:18].[Cl:10][CH2:11][C:12](=[CH2:13])[CH3:14].[F:1][c:2]1[cH:3][c:4]([OH:9])[cH:5][cH:6][c:7]1[F:8].[K+:19].[K+:20].[O:21]=[CH:22][N:23]([CH3:24])[CH3:25]>>[F:1][c:2]1[cH:3][c:4]([O:9][CH2:13][C:12](=[CH2:11])[CH3:14])[cH:5][cH:6][c:7]1[F:8]. The reactants are BrC1=C2CN(C(NC2=CC=C1)=O)C (5-bromo-3-methyl-3,4-dihydro-1H-quinazolin-2-one), [H-].[Na+] (sodium hydride), suspension, FC=1C=C(CBr)C=CC1 (3-Fluorobenzyl bromide). Conditions: temperature 0 celsius, time 20 minute. Product: BrC1=C2CN(C(N(C2=CC=C1)CC1=CC(=CC=C1)F)=O)C (5-bromo-1-(3-fluoro-benzyl)-3-methyl-3,4-dihydro-1H-quinazolin-2-one). Yield: 81.2%. As a reaction SMILES: [Br:1][C:2]1[CH:11]=[CH:10][CH:9]=[C:8]2[C:3]=1[CH2:4][N:5]([CH3:13])[C:6](=[O:12])[NH:7]2.[H-].[Na+].[F:16][C:17]1[CH:18]=[C:19]([CH:22]=[CH:23][CH:24]=1)[CH2:20]Br>>[Br:1][C:2]1[CH:11]=[CH:10][CH:9]=[C:8]2[C:3]=1[CH2:4][N:5]([CH3:13])[C:6](=[O:12])[N:7]2[CH2:20][C:19]1[CH:22]=[CH:23][CH:24]=[C:17]([F:16])[CH:18]=1 |f:1.2|. Procedure details: To a solution of 5-bromo-3-methyl-3,4-dihydro-1H-quinazolin-2-one (132 mg, 0.55 mmol) in 5 ml anhydrous dimethylformanide was added sodium hydride (33 mg of a 60% suspension in mineral oil, 0.83 mmol) portionwise at 0° C. The solution was stirred with a magnetic stirrer at 0° C. for 20 minutes, at which time the initial offgassing ended. 3-Fluorobenzyl bromide (0.08 ml, 0.65 mmol) was added in one portion and the reaction mixture was stirred at 0° C. for an hour. The solution was allowed to warm...